This data is from the Open Reaction Database (ORD), a public repository of structured organic reaction records. The task is: describe an organic reaction: reactants, conditions, products, and yield RXN SMILES: CO[C:3](=[O:11])[CH2:4][C:5](=[O:10])[C:6]([CH3:9])([CH3:8])[CH3:7].[CH3:12][O:13][C:14]1[CH:20]=[CH:19][C:18]([N+:21]([O-:23])=[O:22])=[CH:17][C:15]=1[NH2:16].CO>C1(C)C=CC=CC=1>[CH3:9][C:6]([CH3:7])([CH3:8])[C:5](=[O:10])[CH2:4][C:3]([NH:16][C:15]1[CH:17]=[C:18]([N+:21]([O-:23])=[O:22])[CH:19]=[CH:20][C:14]=1[O:13][CH3:12])=[O:11]. Procedure details: Methyl-4,4-dimethyl-3-oxovalerate (15.8 g, 0.1 mol) and 2-methoxy-5-nitroaniline (16.8 g, 0.01 mol) were taken up in toluene (150 mL) in a round bottomed flask fitted with a Dean-Stark trap. The mixture was heated to a vigorous reflux while the MeOH side-product was distilled off and removed. After 4 hours, the mixture was cooled and the toluene removed in vacuo. The residue was recrystallized from acetonitrile to yield 27 g of the desired condensation product. Run at time 4 hour. The product is CC(C(CC(=O)NC1=C(C=CC(=C1)[N+](=O)[O-])OC)=O)(C)C (2-(4,4-dimethyl-3-oxovaleramido)-4-nitroanisole). Solvent: C1(=CC=CC=C1)C (toluene). Starting materials: COC(CC(C(C)(C)C)=O)=O (Methyl-4,4-dimethyl-3-oxovalerate), COC1=C(N)C=C(C=C1)[N+](=O)[O-] (2-methoxy-5-nitroaniline), CO (MeOH). Yields the product CCN(c1cc(Br)cc(C(=O)OC)c1C)C1CCSCC1. The reactants are COC(=O)c1cc(Br)cc(NC2CCSCC2)c1C, CC(=O)O[BH-](OC(C)=O)OC(C)=O, CC(=O)O, CC=O, CC(Cl)Cl, [Na+], [Na+], O=C([O-])O. As a reaction SMILES: [Br:1][c:2]1[cH:3][c:4]([NH:13][CH:14]2[CH2:15][CH2:16][S:17][CH2:18][CH2:19]2)[c:5]([CH3:12])[c:6]([C:7](=[O:8])[O:9][CH3:10])[cH:11]1.[C:27]([O:28][BH-:29]([O:30][C:31](=[O:32])[CH3:33])[O:34][C:35](=[O:36])[CH3:37])(=[O:38])[CH3:39].[CH3:23][C:24](=[O:25])[OH:26].[CH:20]([CH3:21])=[O:22].[Cl:46][CH:47]([Cl:48])[CH3:49].[Na+:40].[Na+:45].[O-:41][C:42]([OH:43])=[O:44]>>[Br:1][c:2]1[cH:3][c:4]([N:13]([CH:14]2[CH2:15][CH2:16][S:17][CH2:18][CH2:19]2)[CH2:20][CH3:21])[c:5]([CH3:12])[c:6]([C:7](=[O:8])[O:9][CH3:10])[cH:11]1. Reactants: N[C@@H](C)C(=O)[C@H]1[C@@](O[C@@H]([C@H]([C@@H]1O)O)CO)(N(C(CCCCCCC\C=C/CCCCCCCC)=O)CCCCCCCCCCCCCC)N (N-(2-L-alanyl-amino-2-deoxy-β-D-glucopyranosyl)-N-tetradecyl-oleamide), C(C)(C)(C)OC(=O)N[C@@H](CC(C)C)C(=O)O (N-tert-butyloxycarbonyl-L-leucine). Solvent: O1CCCC1 (tetrahydrofuran). Product: C(C)(C)(C)OC(=O)N[C@@H](CC(C)C)C(=O)N[C@@H](C)C(=O)[C@H]1[C@@](O[C@@H]([C@H]([C@@H]1O)O)CO)(N(C(CCCCCCC\C=C/CCCCCCCC)=O)CCCCCCCCCCCCCC)N (N-[2-(N-tert-Butyloxycarbonyl-L-leucyl-L-alanyl)-amino-2-deoxy-β-D-glucopyranosyl]-N-tetradecyl-oleamide). The yield is 56.0%. As a reaction SMILES: [NH2:1][C@H:2]([C:4]([C@@H:6]1[C@@H:11]([OH:12])[C@H:10]([OH:13])[C@@H:9]([CH2:14][OH:15])[O:8][C@@:7]1([NH2:50])[N:16]([CH2:36][CH2:37][CH2:38][CH2:39][CH2:40][CH2:41][CH2:42][CH2:43][CH2:44][CH2:45][CH2:46][CH2:47][CH2:48][CH3:49])[C:17](=[O:35])[CH2:18][CH2:19][CH2:20][CH2:21][CH2:22][CH2:23][CH2:24]/[CH:25]=[CH:26]\[CH2:27][CH2:28][CH2:29][CH2:30][CH2:31][CH2:32][CH2:33][CH3:34])=[O:5])[CH3:3].[C:51]([O:55][C:56]([NH:58][C@H:59]([C:64](O)=[O:65])[CH2:60][CH:61]([CH3:63])[CH3:62])=[O:57])([CH3:54])([CH3:53])[CH3:52]>O1CCCC1>[C:51]([O:55][C:56]([NH:58][C@H:59]([C:64]([NH:1][C@H:2]([C:4]([C@@H:6]1[C@@H:11]([OH:12])[C@H:10]([OH:13])[C@@H:9]([CH2:14][OH:15])[O:8][C@@:7]1([NH2:50])[N:16]([CH2:36][CH2:37][CH2:38][CH2:39][CH2:40][CH2:41][CH2:42][CH2:43][CH2:44][CH2:45][CH2:46][CH2:47][CH2:48][CH3:49])[C:17](=[O:35])[CH2:18][CH2:19][CH2:20][CH2:21][CH2:22][CH2:23][CH2:24]/[CH:25]=[CH:26]\[CH2:27][CH2:28][CH2:29][CH2:30][CH2:31][CH2:32][CH2:33][CH3:34])=[O:5])[CH3:3])=[O:65])[CH2:60][CH:61]([CH3:62])[CH3:63])=[O:57])([CH3:53])([CH3:54])[CH3:52]. Reported procedure: from N-(2-L-alanyl-amino-2-deoxy-β-D-glucopyranosyl)-N-tetradecyl-oleamide and N-tert-butyloxycarbonyl-L-leucine. Yield 56%. [α]D =-2.7° (c=0.86, tetrahydrofuran). The reactants are O (Water), ClC1=NC=C(C(=N1)Cl)C(=O)OCC (ethyl 2,4-dichloropyrimidine-5-carboxylate), CN1C=CC=2C(=CC=CC12)N (1-methyl-1H-indol-4-amine), CCN(C(C)C)C(C)C (DIEA). Run in CC#N (CH3CN). Run at time 24 hour. The product is ClC1=NC=C(C(=N1)NC1=C2C=CN(C2=CC=C1)C)C(=O)OCC (ethyl 2-chloro-4-(1-methyl-1H-indol-4-ylamino)pyrimidine-5-carboxylate). As a reaction SMILES: [Cl:1][C:2]1[N:7]=[C:6](Cl)[C:5]([C:9]([O:11][CH2:12][CH3:13])=[O:10])=[CH:4][N:3]=1.[CH3:14][N:15]1[C:23]2[CH:22]=[CH:21][CH:20]=[C:19]([NH2:24])[C:18]=2[CH:17]=[CH:16]1.CCN(C(C)C)C(C)C.O>CC#N>[Cl:1][C:2]1[N:7]=[C:6]([NH:24][C:19]2[CH:20]=[CH:21][CH:22]=[C:23]3[C:18]=2[CH:17]=[CH:16][N:15]3[CH3:14])[C:5]([C:9]([O:11][CH2:12][CH3:13])=[O:10])=[CH:4][N:3]=1. Reported procedure: To a solution of ethyl 2,4-dichloropyrimidine-5-carboxylate (328 mg, 1.48 mmol) and 1-methyl-1H-indol-4-amine (260 mg, 1.78 mmol) in CH3CN (6 mL) at room temperature, DIEA (0.4 mL, 2.22 mmol) was added. The mixture was stirred at room temperature for 24 h. Water (15 mL) was added to induce precipitation. The precipitate was collected, dried on vacuum to give ethyl 2-chloro-4-(1-methyl-1H-indol-4-ylamino)pyrimidine-5-carboxylate as a solid. Reactants: FC(C(=O)C1=CC=CC=2NN=NC21)(F)F (Trifluoroacetylbenzotriazole), C(C)C1CCC(CC1)C1CCC(CC1)O (4-(4-ethylcyclohexyl)cyclohexanol). Run in C1CCOC1 (THF). The product is C(C)C1CCC(CC1)C1CCC(CC1)OC(C(F)(F)F)=O (trifluoroacetic acid 4-(4-ethylcyclohexyl)cyclohexyl ester). As a reaction SMILES: [F:1][C:2]([F:15])([F:14])[C:3](C1C2N=NNC=2C=CC=1)=[O:4].[CH2:16]([CH:18]1[CH2:23][CH2:22][CH:21]([CH:24]2[CH2:29][CH2:28][CH:27]([OH:30])[CH2:26][CH2:25]2)[CH2:20][CH2:19]1)[CH3:17]>C1COCC1>[CH2:16]([CH:18]1[CH2:23][CH2:22][CH:21]([CH:24]2[CH2:29][CH2:28][CH:27]([O:30][C:3](=[O:4])[C:2]([F:15])([F:14])[F:1])[CH2:26][CH2:25]2)[CH2:20][CH2:19]1)[CH3:17]. Procedure: Trifluoroacetylbenzotriazole in an amount of 4.0 g (18.6 mmol) was dissolved in 50 ml of THF, 2.3 g (10.9 mmol) of 4-(4-ethylcyclohexyl)cyclohexanol was added thereto, they were subjected to a reflux for 1 hour, and then the solvent was distilled off. After the residue was purified by column chromatography on silica gel (eluent: heptane/ethyl acetate=8/1), the solvent was distilled off, and the residue was subjected twice to recrystallization by using heptane to give 1.8 g (5.9 mmol) of trifluor... The reactants are CC#CCOc1ccc(S(=O)(=O)C2(C(=O)OC)CCN(C(=O)c3cccnc3)CC2)cc1, CO, [Na+], C1CCOC1, [OH-]. The product is CC#CCOc1ccc(S(=O)(=O)C2(C(=O)O)CCN(C(=O)c3cccnc3)CC2)cc1. As a reaction SMILES: [CH2:1]([C:2]#[C:3][CH3:4])[O:5][c:6]1[cH:7][cH:8][c:9]([S:12](=[O:13])(=[O:14])[C:15]2([C:29](=[O:30])[O:31][CH3:32])[CH2:16][CH2:17][N:18]([C:21](=[O:22])[c:23]3[cH:24][n:25][cH:26][cH:27][cH:28]3)[CH2:19][CH2:20]2)[cH:10][cH:11]1.[CH3:35][OH:36].[Na+:34].[O:37]1[CH2:38][CH2:39][CH2:40][CH2:41]1.[OH-:33]>>[CH2:1]([C:2]#[C:3][CH3:4])[O:5][c:6]1[cH:7][cH:8][c:9]([S:12](=[O:13])(=[O:14])[C:15]2([C:29](=[O:30])[OH:31])[CH2:16][CH2:17][N:18]([C:21](=[O:22])[c:23]3[cH:24][n:25][cH:26][cH:27][cH:28]3)[CH2:19][CH2:20]2)[cH:10][cH:11]1. Starting materials: CC1=NC(=CC(=C1)O)C (2,6-Dimethyl-pyridin-4-ol), [OH-].[K+] (KOH), PBr5, P(=O)(Br)(Br)Br (POBr3). The solvent is C(Cl)(Cl)Cl (CHCl3). Reaction conditions: temperature 100 celsius. The product is BrC1=CC(=NC(=C1)C)C (4-bromo-2,6-dimethyl-pyridine). The yield is 220.7%. RXN SMILES: [CH3:1][C:2]1[CH:7]=[C:6](O)[CH:5]=[C:4]([CH3:9])[N:3]=1.P(Br)(Br)([Br:12])=O.[OH-].[K+]>C(Cl)(Cl)Cl>[Br:12][C:6]1[CH:7]=[C:2]([CH3:1])[N:3]=[C:4]([CH3:9])[CH:5]=1 |f:2.3|. Procedure details: 2,6-Dimethyl-pyridin-4-ol 10I (6.16 g, 50 mmol), PBr5 (11.9 g, 27.65 mmol) and POBr3 (2.5 mL, 24.6 mmol) was combined and CHCl3 (2.5 mL) was added. The reaction was heated at 100° C. for 5 hrs and then cooled in an ice bath. Solid KOH was added till PH reached 7-8 followed by extraction with Et2O (3×75 mL). The combined ether layer was dried and evaporated in vacuo to give a thick clear crude oil (10.1 g) as the title compound.